From a dataset of the Open Reaction Database (ORD), a public repository of structured organic reaction records. describe an organic reaction: reactants, conditions, products, and yield The reactants are [N+](=O)([O-])C1=CC=C2C=CNC2=C1 (6-nitroindole), C(C)OC(CI)=O (iodo-acetic acid ethyl ester). Solvent: CC#N (CH3CN). Product: C(C)OC(CC1=CNC2=CC(=CC=C12)N)=O ((6-Amino-1H-indol-3-yl)-acetic acid ethyl ester). Reaction SMILES: [N+:1]([C:4]1[CH:12]=[C:11]2[C:7]([CH:8]=[CH:9][NH:10]2)=[CH:6][CH:5]=1)([O-])=O.[CH2:13]([O:15][C:16](=[O:19])[CH2:17]I)[CH3:14]>CC#N>[CH2:13]([O:15][C:16](=[O:19])[CH2:17][C:8]1[C:7]2[C:11](=[CH:12][C:4]([NH2:1])=[CH:5][CH:6]=2)[NH:10][CH:9]=1)[CH3:14]. Procedure details: (6-Amino-1H-indol-3-yl)-acetic acid ethyl ester (B-17) was synthesized following the general scheme above starting from 6-nitroindole and iodo-acetic acid ethyl ester. Overall yield (24%). HPLC ret. time 0.95 min, 10-99% CH3CN, 5 min run; ESI-MS 219.2 m/z (MH+). The reactants are OC=1C(=C2CCC(OC2=C(C1C)C)(C(=O)NCC(C)O)C)C (6-hydroxy-N-(2-hydroxypropyl)-2,5,7,8-tetramethylchroman-2-carboxamide), O=[N+]([O-])[O-].[O-][N+]([O-])=O.[O-][N+]([O-])=O.[O-][N+]([O-])=O.[O-][N+]([O-])=O.[O-][N+]([O-])=O.[Ce+4].[NH4+].[NH4+] (CAN). Yields the product OC(C(=O)NCC(C)O)(CCC1=C(C(C(=C(C1=O)C)C)=O)C)C (2-hydroxy-N-(2-hydroxypropyl)-2-methyl-4-(2,4,5-trimethyl-3,6-dioxocyclohexa-1,4-dienyl)butanamide). Isolated yield 93.5%. As a reaction SMILES: [OH:1][C:2]1[C:3]([CH3:22])=[C:4]2[C:9](=[C:10]([CH3:13])[C:11]=1[CH3:12])[O:8][C:7]([CH3:21])([C:14]([NH:16][CH2:17][CH:18]([OH:20])[CH3:19])=[O:15])[CH2:6][CH2:5]2.[O:23]=[N+]([O-])[O-].[O-][N+](=O)[O-].[O-][N+](=O)[O-].[O-][N+](=O)[O-].[O-][N+](=O)[O-].[O-][N+](=O)[O-].[Ce+4].[NH4+].[NH4+]>>[OH:23][C:7]([CH3:21])([CH2:6][CH2:5][C:4]1[C:9](=[O:8])[C:10]([CH3:13])=[C:11]([CH3:12])[C:2](=[O:1])[C:3]=1[CH3:22])[C:14]([NH:16][CH2:17][CH:18]([OH:20])[CH3:19])=[O:15] |f:1.2.3.4.5.6.7.8.9|. Reported procedure: Oxidation as described in protocol B, using 505 mg (1.64 mmol) of 6-hydroxy-N-(2-hydroxypropyl)-2,5,7,8-tetramethylchroman-2-carboxamide and 1.99 mg CAN (3.62 mmol) yielded 496 mg of 2-hydroxy-N-(2-hydroxypropyl)-2-methyl-4-(2,4,5-trimethyl-3,6-dioxocyclohexa-1,4-dienyl)butanamide as a yellow oil. Starting materials: CCCN(CCC)c1cccc2nc(Br)cn12, CC(C)(C)O, Cc1ccc(B(O)O)c(C)c1, CC(C)(C)[O-], COCCOC, [K+], c1ccc(P(c2ccccc2)(c2ccccc2)[Pd](P(c2ccccc2)(c2ccccc2)c2ccccc2)(P(c2ccccc2)(c2ccccc2)c2ccccc2)P(c2ccccc2)(c2ccccc2)c2ccccc2)cc1. The product is CCCN(CCC)c1cccc2nc(-c3ccc(C)cc3C)cn12. As a reaction SMILES: [Br:1][c:2]1[n:3][c:4]2[n:5]([c:6]([N:10]([CH2:11][CH2:12][CH3:13])[CH2:14][CH2:15][CH3:16])[cH:7][cH:8][cH:9]2)[cH:17]1.[C:41]([OH:42])([CH3:43])([CH3:44])[CH3:45].[CH3:18][c:19]1[c:20]([B:26]([OH:27])[OH:28])[cH:21][cH:22][c:23]([CH3:25])[cH:24]1.[CH3:29][C:30]([CH3:31])([O-:32])[CH3:33].[CH3:35][O:36][CH2:37][CH2:38][O:39][CH3:40].[K+:34].[cH:46]1[cH:47][cH:48][c:49]([P:50]([Pd:51]([P:52]([c:53]2[cH:54][cH:55][cH:56][cH:57][cH:58]2)([c:59]2[cH:60][cH:61][cH:62][cH:63][cH:64]2)[c:65]2[cH:66][cH:67][cH:68][cH:69][cH:70]2)([P:71]([c:72]2[cH:73][cH:74][cH:75][cH:76][cH:77]2)([c:78]2[cH:79][cH:80][cH:81][cH:82][cH:83]2)[c:84]2[cH:85][cH:86][cH:87][cH:88][cH:89]2)[P:90]([c:91]2[cH:92][cH:93][cH:94][cH:95][cH:96]2)([c:97]2[cH:98][cH:99][cH:100][cH:101][cH:102]2)[c:103]2[cH:104][cH:105][cH:106][cH:107][cH:108]2)([c:109]2[cH:110][cH:111][cH:112][cH:113][cH:114]2)[c:115]2[cH:116][cH:117][cH:118][cH:119][cH:120]2)[cH:121][cH:122]1>>[c:2]1(-[c:20]2[c:19]([CH3:18])[cH:24][c:23]([CH3:25])[cH:22][cH:21]2)[n:3][c:4]2[n:5]([c:6]([N:10]([CH2:11][CH2:12][CH3:13])[CH2:14][CH2:15][CH3:16])[cH:7][cH:8][cH:9]2)[cH:17]1. The reactants are CC(=O)O, CCOC(C)=O, CCOC(=O)C(F)(F)CN(c1nc(Cl)ncc1[N+](=O)[O-])C1CCCC1, Cl, [Fe]. Product: O=C1Nc2cnc(Cl)nc2N(C2CCCC2)CC1(F)F. RXN SMILES: [C:33]([OH:34])(=[O:35])[CH3:36].[CH3:27][CH2:28][O:29][C:30]([CH3:31])=[O:32].[Cl:1][c:2]1[n:3][cH:4][c:5]([N+:23]([O-:24])=[O:25])[c:6]([N:8]([CH2:9][C:10]([C:11](=[O:12])[O:13][CH2:14][CH3:15])([F:16])[F:17])[CH:18]2[CH2:19][CH2:20][CH2:21][CH2:22]2)[n:7]1.[ClH:26].[Fe:37]>>[Cl:1][c:2]1[n:3][cH:4][c:5]2[c:6]([n:7]1)[N:8]([CH:18]1[CH2:19][CH2:20][CH2:21][CH2:22]1)[CH2:9][C:10]([F:16])([F:17])[C:11](=[O:12])[NH:23]2. The reactants are COC(=O)c1sc(C#CC(C)(C)C)cc1N(C(=O)C1CCC(C)CC1)C1CCC(=O)CC1, CO, [Li+], [OH-], O. Product: CC1CCC(C(=O)N(c2cc(C#CC(C)(C)C)sc2C(=O)O)C2CCC(=O)CC2)CC1. As a reaction SMILES: [CH3:1][O:2][C:3](=[O:4])[c:5]1[s:6][c:7]([C:27]#[C:28][C:29]([CH3:30])([CH3:31])[CH3:32])[cH:8][c:9]1[N:10]([CH:11]1[CH2:12][CH2:13][C:14](=[O:17])[CH2:15][CH2:16]1)[C:18](=[O:19])[CH:20]1[CH2:21][CH2:22][CH:23]([CH3:26])[CH2:24][CH2:25]1.[CH3:33][OH:34].[Li+:35].[OH-:36].[OH2:37]>>[O:2]=[C:3]([OH:4])[c:5]1[s:6][c:7]([C:27]#[C:28][C:29]([CH3:30])([CH3:31])[CH3:32])[cH:8][c:9]1[N:10]([CH:11]1[CH2:12][CH2:13][C:14](=[O:17])[CH2:15][CH2:16]1)[C:18](=[O:19])[CH:20]1[CH2:21][CH2:22][CH:23]([CH3:26])[CH2:24][CH2:25]1. Starting materials: ClC1=CC2=C(N=C(S2)N2[C@@H](CCCC2)C(=O)O)C=C1 ((2S)-1-(6-chloro-1,3-benzothiazol-2-yl)-2-piperidinecarboxylic acid), C(C1=CC=CC=C1)N1C[C@H](CC1)N ((3S)-1-benzylpyrrolidin-3-ylamine). Product: title compound, C(C1=CC=CC=C1)N1C[C@H](CC1)NC(=O)[C@H]1N(CCCC1)C=1SC2=C(N1)C=CC(=C2)Cl ((2S)-N2-[(3S)-1-benzylpyrrolidin-3-yl]-1-(6-chloro-1,3-benzothiazol-2-yl)-2-piperidinecarboxamide). RXN SMILES: [Cl:1][C:2]1[CH:19]=[CH:18][C:5]2[N:6]=[C:7]([N:9]3[CH2:14][CH2:13][CH2:12][CH2:11][C@H:10]3[C:15]([OH:17])=O)[S:8][C:4]=2[CH:3]=1.[CH2:20]([N:27]1[CH2:31][CH2:30][C@H:29]([NH2:32])[CH2:28]1)[C:21]1[CH:26]=[CH:25][CH:24]=[CH:23][CH:22]=1>>[CH2:20]([N:27]1[CH2:31][CH2:30][C@H:29]([NH:32][C:15]([C@@H:10]2[CH2:11][CH2:12][CH2:13][CH2:14][N:9]2[C:7]2[S:8][C:4]3[CH:3]=[C:2]([Cl:1])[CH:19]=[CH:18][C:5]=3[N:6]=2)=[O:17])[CH2:28]1)[C:21]1[CH:22]=[CH:23][CH:24]=[CH:25][CH:26]=1. Reported procedure: The title compound was prepared by a similar method to Example 1 from (2S)-1-(6-chloro-1,3-benzothiazol-2-yl)-2-piperidinecarboxylic acid [see Preparation 45] and (3S)-1-benzylpyrrolidin-3-ylamine [see J. Med. Chem. (1989), 31(8), 1586-1590] to afford (2S)-N2-[(3S)-1-benzylpyrrolidin-3-yl]-1-(6-chloro-1,3-benzothiazol-2-yl)-2-piperidinecarboxamide as a solid. The reactants are Cl (hydrochloric acid), FC1=C(C(=O)N)C=CC=C1 (2-fluorobenzamide), [H-].[Na+] (sodium hydride), C(C=CC1=CC=CC=C1)(=O)Cl (cinnamoyl chloride). Run in O1CCCC1 (tetrahydrofuran), O1CCCC1 (tetrahydrofuran). Reaction conditions: time 1 hour. Yields the product C(\C=C\C1=CC=CC=C1)(=O)NC(C1=C(C=CC=C1)F)=O ((E)-N-cinnamoyl-2-fluorobenzamide). Isolated yield 70.9%. Reaction SMILES: [F:1][C:2]1[CH:10]=[CH:9][CH:8]=[CH:7][C:3]=1[C:4]([NH2:6])=[O:5].[H-].[Na+].[C:13](Cl)(=[O:22])[CH:14]=[CH:15][C:16]1[CH:21]=[CH:20][CH:19]=[CH:18][CH:17]=1.Cl>O1CCCC1>[C:13]([NH:6][C:4](=[O:5])[C:3]1[CH:7]=[CH:8][CH:9]=[CH:10][C:2]=1[F:1])(=[O:22])/[CH:14]=[CH:15]/[C:16]1[CH:21]=[CH:20][CH:19]=[CH:18][CH:17]=1 |f:1.2|. Reported procedure: Under an argon atmosphere, 2-fluorobenzamide (1.41 g, 10.0 mmol), sodium hydride (60% dispersion in mineral oil, 1.04 g, 25.0 mmol) and tetrahydrofuran (3 mL) were stirred under ice-cooling. A solution of cinnamoyl chloride (1.68 g, 10.0 mmol) in tetrahydrofuran (3 mL) was added thereto, and the mixture was warmed to room temperature. After stirring for 1 hr, to the mixture was added diluted hydrochloric acid, and the mixture was extracted with ethyl acetate. The organic layer was washed with aq... The reactants are CC(C(=O)NNC(=O)C1=CC=2N(C=C1)C(=CN2)I)(C)C (3-Iodo-imidazo[1,2-a]pyridine-7-carboxylic acid N′-(2,2-di methyl propionyl) hydrazide), N1=CC=CC=C1 (Pyridine), S(=O)(=O)(C1=CC=C(C)C=C1)Cl (tosyl chloride). Solvent: C1CCOC1 (THF). Reaction conditions: temperature 70 celsius. The product is C(C)(C)(C)C1=NN=C(O1)C1=CC=2N(C=C1)C(=CN2)I (7-(5-tert-Butyl-[1,3,4]-oxadiazol-2-yl)-3-iodo-imidazo[1,2-a]pyridine). Isolated yield 8.4%. RXN SMILES: [CH3:1][C:2]([CH3:20])([CH3:19])[C:3]([NH:5][NH:6][C:7]([C:9]1[CH:14]=[CH:13][N:12]2[C:15]([I:18])=[CH:16][N:17]=[C:11]2[CH:10]=1)=[O:8])=O.N1C=CC=CC=1.S(Cl)(C1C=CC(C)=CC=1)(=O)=O>C1COCC1>[C:2]([C:3]1[O:8][C:7]([C:9]2[CH:14]=[CH:13][N:12]3[C:15]([I:18])=[CH:16][N:17]=[C:11]3[CH:10]=2)=[N:6][N:5]=1)([CH3:20])([CH3:19])[CH3:1]. Reported procedure: 3-Iodo-imidazo[1,2-a]pyridine-7-carboxylic acid N′-(2,2-di methyl propionyl) hydrazide (875 mg, 2.27 mmol) was suspended in anhydrous THF (15 mL) under a nitrogen atmosphere. Pyridine (0.388 mL, 4.76 mmol) and tosyl chloride (518 mg, 2.72 mmol) were added and the mixture was heated to 70° C. overnight. The reaction was cooled and partitioned between EtOAc and 1M HCl. The aqueous fraction was basified with 2M sodium carbonate solution and extracted with CH2Cl2. The organic phase was dried through...